From a dataset of the Open Reaction Database (ORD), a public repository of structured organic reaction records. describe an organic reaction: reactants, conditions, products, and yield Reactants: [Cl-].[Al+3].[Cl-].[Cl-] (aluminum chloride), C(C)C1=CC=2CC3=CC=CC=C3C2C=C1 (2-ethylfluorene), Cl (hydrochloric acid), C(C)(=O)OC(C)=O (Acetic anhydride). Solvent: ClC(C)Cl (dichloroethane), ClC(C)Cl (dichloroethane), ClC(C)Cl (dichloroethane). The product is C(C)(=O)C1=CC=2CC3=CC(=CC=C3C2C=C1)CC (2-acetyl-7-ethylfluorene). As a reaction SMILES: [C:1](OC(=O)C)(=[O:3])[CH3:2].[Cl-].[Al+3].[Cl-].[Cl-].[CH2:12]([C:14]1[CH:26]=[CH:25][C:24]2[C:23]3[C:18](=[CH:19][CH:20]=[CH:21][CH:22]=3)[CH2:17][C:16]=2[CH:15]=1)[CH3:13].Cl>ClC(Cl)C>[C:1]([C:20]1[CH:21]=[CH:22][C:23]2[C:24]3[C:16](=[CH:15][C:14]([CH2:12][CH3:13])=[CH:26][CH:25]=3)[CH2:17][C:18]=2[CH:19]=1)(=[O:3])[CH3:2] |f:1.2.3.4|. Reported procedure: Acetic anhydride (2.67 g.) in dichloroethane (10 ml.) was added dropwise to a stirred, cooled (0°) suspension of aluminum chloride (6.95 g.) in dichloroethane (20 ml.). Cooling and stirring were continued during the dropwise addition of a solution of 2-ethylfluorene (4.61 g.) in dichloroethane (50 ml.). The mixture was stirred for one hour at room temperature and then decomposed by the dropwise addition of 2N-hydrochloric acid (40 ml.) to the cooled solution. The organic layer was separated, was... The reactants are CN, CC#N, CCN(Cc1ccc(Cl)nc1)C(=NC#N)SC. Yields the product CCN(Cc1ccc(Cl)nc1)C(=NC#N)NC. RXN SMILES: [CH3:18][NH2:19].[CH3:20][C:21]#[N:22].[Cl:1][c:2]1[cH:3][cH:4][c:5]([CH2:8][N:9]([C:10]([S:11][CH3:12])=[N:13][C:14]#[N:15])[CH2:16][CH3:17])[cH:6][n:7]1>>[Cl:1][c:2]1[cH:3][cH:4][c:5]([CH2:8][N:9]([C:10](=[N:13][C:14]#[N:15])[NH:19][CH3:18])[CH2:16][CH3:17])[cH:6][n:7]1.